This data is from the Open Reaction Database (ORD), a public repository of structured organic reaction records. The task is: describe an organic reaction: reactants, conditions, products, and yield Reactants: C1CCOC1, COC(=O)c1cccc2c1ccn2NC(=O)c1cnc(-c2cccc(F)c2)nc1C, CO, [Li+], [OH-], O, O. Product: Cc1nc(-c2cccc(F)c2)ncc1C(=O)Nn1ccc2c(C(=O)O)cccc21. RXN SMILES: [CH2:35]1[O:36][CH2:37][CH2:38][CH2:39]1.[CH3:1][O:2][C:3](=[O:4])[c:5]1[c:6]2[cH:7][cH:8][n:9]([NH:14][C:15](=[O:16])[c:17]3[c:18]([CH3:30])[n:19][c:20](-[c:23]4[cH:24][c:25]([F:29])[cH:26][cH:27][cH:28]4)[n:21][cH:22]3)[c:10]2[cH:11][cH:12][cH:13]1.[CH3:33][OH:34].[Li+:32].[OH-:31].[OH2:40].[OH2:41]>>[O:2]=[C:3]([OH:4])[c:5]1[c:6]2[cH:7][cH:8][n:9]([NH:14][C:15](=[O:16])[c:17]3[c:18]([CH3:30])[n:19][c:20](-[c:23]4[cH:24][c:25]([F:29])[cH:26][cH:27][cH:28]4)[n:21][cH:22]3)[c:10]2[cH:11][cH:12][cH:13]1. The reactants are C(CCCCC)N=C=O (hexyl isocyanate), CN(CCCCCCO)C (6-(dimethylamino)hexanol). Solvent: O1CCCC1 (tetrahydrofuran). The product is CN(CCCCCCOC(NCCCCCC)=O)C (Hexylcarbamic acid 6-(dimethylamino)hexyl ester). RXN SMILES: [CH2:1]([N:7]=[C:8]=[O:9])[CH2:2][CH2:3][CH2:4][CH2:5][CH3:6].[CH3:10][N:11]([CH3:19])[CH2:12][CH2:13][CH2:14][CH2:15][CH2:16][CH2:17][OH:18]>O1CCCC1>[CH3:10][N:11]([CH3:19])[CH2:12][CH2:13][CH2:14][CH2:15][CH2:16][CH2:17][O:18][C:8](=[O:9])[NH:7][CH2:1][CH2:2][CH2:3][CH2:4][CH2:5][CH3:6]. Reported procedure: 0.65 ml (5 meq) of hexyl isocyanate and 726 mg (5 meq) 6-(dimethylamino)hexanol are combined in 5 ml of tetrahydrofuran and reacted over a weekend at room temperature. The reaction mixture is evaporated under reduced pressure (<30° C.), dried in vacuo and the product purified by silica gel chromatography in the system CH2Cl2 :CH3OH:NH3 (65:25:4). Fractions 50-64 are combined, evaporated under reduced pressure <30° C. and dried in vacuo to yield 460 mg of title compound. The reactants are ice, CC(=O)C=P(C1=CC=CC=C1)(C1=CC=CC=C1)C1=CC=CC=C1 (methylcarbonylmethylenetriphenyl phosphorane), C(C#C)Br (propargyl bromide), C(CCC)[Li] (butyllithium). Solvent: O1CCCC1 (tetrahydrofuran). The product is C(CC#C)C(=O)C=P(C1=CC=CC=C1)(C1=CC=CC=C1)C1=CC=CC=C1 ((3-Butinyl)-carbonylmethylenetriphenyl phosphorane). As a reaction SMILES: [CH3:1][C:2]([CH:4]=[P:5]([C:18]1[CH:23]=[CH:22][CH:21]=[CH:20][CH:19]=1)([C:12]1[CH:17]=[CH:16][CH:15]=[CH:14][CH:13]=1)[C:6]1[CH:11]=[CH:10][CH:9]=[CH:8][CH:7]=1)=[O:3].[CH2:24]([Li])[CH2:25][CH2:26]C.C(Br)C#C>O1CCCC1>[CH2:1]([C:2]([CH:4]=[P:5]([C:18]1[CH:23]=[CH:22][CH:21]=[CH:20][CH:19]=1)([C:6]1[CH:11]=[CH:10][CH:9]=[CH:8][CH:7]=1)[C:12]1[CH:13]=[CH:14][CH:15]=[CH:16][CH:17]=1)=[O:3])[CH2:26][C:25]#[CH:24]. Reported procedure: 20.0 g of methylcarbonylmethylenetriphenyl phosphorane is dissolved in 628 ml of tetrahydrofuran and mixed by instillation at -78° C. with 41.3 ml of butyllithium (1.6 molar solution in hexane). Then,5.0 ml of propargyl bromide is instilled. The reaction mixture is added to an ice/common salt solution after heating to room temperature, and the mixture is extracted with ethyl acetate. After drying the organic phase with sodium sulfate,23.4 g of solid is obtained. Column chromatographic purificati... Starting materials: CCNC(=O)c1ccccc1C(C)(C)C, C1CCOC1, C1CCCCC1, CN(C)CCN(C)C, [Li]C(C)CC, ClC(Cl)(Cl)C(Cl)(Cl)Cl, ClCCl, Cl, O. The product is CCNC(=O)c1c(Cl)cccc1C(C)(C)C. As a reaction SMILES: [C:1]([CH3:2])([CH3:3])([CH3:4])[c:5]1[c:6]([C:7](=[O:8])[NH:9][CH2:10][CH3:11])[cH:12][cH:13][cH:14][cH:15]1.[CH2:38]1[O:39][CH2:40][CH2:41][CH2:42]1.[CH2:43]1[CH2:44][CH2:45][CH2:46][CH2:47][CH2:48]1.[CH3:16][N:17]([CH3:18])[CH2:19][CH2:20][N:21]([CH3:22])[CH3:23].[CH:24]([Li:25])([CH2:26][CH3:27])[CH3:28].[Cl:29][C:30]([C:31]([Cl:32])([Cl:33])[Cl:34])([Cl:35])[Cl:36].[Cl:49][CH2:50][Cl:51].[ClH:37].[OH2:52]>>[C:1]([CH3:2])([CH3:3])([CH3:4])[c:5]1[c:6]([C:7](=[O:8])[NH:9][CH2:10][CH3:11])[c:12]([Cl:29])[cH:13][cH:14][cH:15]1. Starting materials: ClC1=CC(=NC=2N1N=CC2)NC(C2=CC=C(C=C2)C(C)(C)O)=O (N-(7-chloropyrazolo[1,5-a]pyrimidin-5-yl)-4-(2-hydroxypropan-2-yl)benzamide), C(=C\C1=CC=CC=C1)/B(O)O ((E)-styrylboronic acid), O1CCOCC1 (1,4-dioxane). The reagents and catalysts are C1=CC=C(C=C1)P([C-]2C=CC=C2)C3=CC=CC=C3.C1=CC=C(C=C1)P([C-]2C=CC=C2)C3=CC=CC=C3.Cl[Pd]Cl.[Fe+2] ([1,1′-bis(diphenylphosphino)ferrocene]dichloropalladium(II)). Run in CO (methanol). Conditions: temperature 110 celsius. Product: OC(C)(C)C1=CC=C(C(=O)NC2=NC=3N(C(=C2)\C=C\C2=CC=CC=C2)N=CC3)C=C1 ((E)-4-(2-hydroxypropan-2-yl)-N-(7-styrylpyrazolo[1,5-a]pyrimidin-5-yl)benzamide). The yield is 0.0%. As a reaction SMILES: Cl[C:2]1[N:7]2[N:8]=[CH:9][CH:10]=[C:6]2[N:5]=[C:4]([NH:11][C:12](=[O:23])[C:13]2[CH:18]=[CH:17][C:16]([C:19]([OH:22])([CH3:21])[CH3:20])=[CH:15][CH:14]=2)[CH:3]=1.[CH:24](/B(O)O)=[CH:25]\[C:26]1[CH:31]=[CH:30][CH:29]=[CH:28][CH:27]=1.O1CCOCC1>CO.C1C=CC(P(C2C=CC=CC=2)[C-]2C=CC=C2)=CC=1.C1C=CC(P(C2C=CC=CC=2)[C-]2C=CC=C2)=CC=1.Cl[Pd]Cl.[Fe+2]>[OH:22][C:19]([C:16]1[CH:17]=[CH:18][C:13]([C:12]([NH:11][C:4]2[CH:3]=[C:2](/[CH:24]=[CH:25]/[C:26]3[CH:31]=[CH:30][CH:29]=[CH:28][CH:27]=3)[N:7]3[N:8]=[CH:9][CH:10]=[C:6]3[N:5]=2)=[O:23])=[CH:14][CH:15]=1)([CH3:21])[CH3:20] |f:4.5.6.7|. Procedure: A suspension of N-(7-chloropyrazolo[1,5-a]pyrimidin-5-yl)-4-(2-hydroxypropan-2-yl)benzamide (2D, 50 mg, 151 mmol), (E)-styrylboronic acid (45 mg, 302 mmol), and [1,1′-bis(diphenylphosphino)ferrocene]dichloropalladium(II) (9 mg, 12 μmol) in 2:1 1,4-dioxane/saturated aqueous NaHCO3 (670 microliters of 1,4-dioxane and 330 microliters of saturated aqueous NaHCO3) was prepared in a 2 mL microwave reaction vessel and the sealed reaction vessel warmed to 110° C. for 20 minutes. The reaction mixture was... Reactants: [Br-], [Br-], Br, BrCC12CC3CC(CC(C3)C1)C2, OCC12CC3CC(CC(C3)C1)C2, [Cl-], [Cl-], Cl, [Zn+2], [Zn+2]. The product is ClCC12CC3CC(CC(C3)C1)C2. RXN SMILES: [Br-:27].[Br-:29].[BrH:25].[C:13]12([CH2:14][Br:15])[CH2:16][CH:17]3[CH2:18][CH:19]([CH2:20][CH:21]([CH2:22]3)[CH2:23]1)[CH2:24]2.[C:1]12([CH2:11][OH:12])[CH2:2][CH:3]3[CH2:4][CH:5]([CH2:6][CH:7]([CH2:8]1)[CH2:9]3)[CH2:10]2.[Cl-:30].[Cl-:32].[ClH:26].[Zn+2:28].[Zn+2:31]>>[C:1]12([CH2:11][Cl:26])[CH2:2][CH:3]3[CH2:4][CH:5]([CH2:6][CH:7]([CH2:8]1)[CH2:9]3)[CH2:10]2. Reactants: ClC=1C=C(C=CC1)C(CNC(CC1=CC2=C(OC(O2)(C(=O)O)C(=O)O)C=C1)C)O (5-{2-[2-(3-chloro-phenyl)-2-hydroxy-ethylamino]-propyl}-benzo[1,3]dioxole-2,2-dicarboxylic acid), C1(CC1)CO (cyclopropylmethanol), [K+].[Br-] (KBr). The product is C1(CC1)COC(=O)C1(OC2=C(O1)C=CC(=C2)CC(C)NCC(O)C2=CC(=CC=C2)Cl)C(=O)O (5-{2-[2-(3-Chloro-phenyl)-2-hydroxy-ethylamino]-propyl}-benzo[1,3]dioxole-2,2-dicarboxylic acid cyclopropylmethyl ester). RXN SMILES: [Cl:1][C:2]1[CH:3]=[C:4]([CH:8]([OH:29])[CH2:9][NH:10][CH:11]([CH3:28])[CH2:12][C:13]2[CH:27]=[CH:26][C:16]3[O:17][C:18]([C:23]([OH:25])=[O:24])([C:20]([OH:22])=[O:21])[O:19][C:15]=3[CH:14]=2)[CH:5]=[CH:6][CH:7]=1.[CH:30]1([CH2:33]O)[CH2:32][CH2:31]1.[K+].[Br-]>>[CH:30]1([CH2:33][O:24][C:23]([C:18]2([C:20]([OH:22])=[O:21])[O:17][C:16]3[CH:26]=[CH:27][C:13]([CH2:12][CH:11]([NH:10][CH2:9][CH:8]([C:4]4[CH:5]=[CH:6][CH:7]=[C:2]([Cl:1])[CH:3]=4)[OH:29])[CH3:28])=[CH:14][C:15]=3[O:19]2)=[O:25])[CH2:32][CH2:31]1 |f:2.3|. Reported procedure: The title compound was prepared from 5-{2-[2-(3-chloro-phenyl)-2-hydroxy-ethylamino]-propyl}-benzo[1,3]dioxole-2,2-dicarboxylic acid and cyclopropylmethanol according to the procedure of Example 1 as an off-white solid; 1H NMR (DMSO) δ 0.25 (q,2H), 0.49 (q,2H), 1.01 (d,3H), 1.10 (m,1H), 2.49 (m, 1H), 2.85-3.20 (m,4H), 3.94 (d, 2H) 4.85 (bt, 1H), 6.58 (d, 1H), 6.76 (m,2H), 7.35(m,3H), 7.46(s,1H); IR (KBr): 1653 cm-1 (C=O), 1747 cm-1 (C=O); MS (CI) m/z 476 (MH+). Anal. Calcd. for C24H26ClNO7 : C, ...